Dataset: the Open Reaction Database (ORD), a public repository of structured organic reaction records. Task: describe an organic reaction: reactants, conditions, products, and yield Reactants: C(O)([O-])=O.[Na+] (sodium hydrogen carbonate), CCOCC (ether), C(O)([O-])=O.[Na+] (sodium hydrogen carbonate), C1(=CC=CC2=CC=CC=C12)B(O)O (1-naphthylboronic acid), NC1=C(C(=NN1C1=C(C=C(C=C1Cl)C(F)(F)F)Cl)C#N)I (5-amino-3-cyano-1-(2,6-dichloro-4-trifluoromethylphenyl)-4-iodopyrazole). Reagents/catalysts: C=1C=CC(=CC1)[P](C=2C=CC=CC2)(C=3C=CC=CC3)[Pd]([P](C=4C=CC=CC4)(C=5C=CC=CC5)C=6C=CC=CC6)([P](C=7C=CC=CC7)(C=8C=CC=CC8)C=9C=CC=CC9)[P](C=1C=CC=CC1)(C=1C=CC=CC1)C=1C=CC=CC1 (tetrakis(triphenylphosphine)palladium(0)), C=1C=CC(=CC1)[P](C=2C=CC=CC2)(C=3C=CC=CC3)[Pd]([P](C=4C=CC=CC4)(C=5C=CC=CC5)C=6C=CC=CC6)([P](C=7C=CC=CC7)(C=8C=CC=CC8)C=9C=CC=CC9)[P](C=1C=CC=CC1)(C=1C=CC=CC1)C=1C=CC=CC1 (tetrakis(triphenylphosphine)palladium(0)). Run in O (water), C(C)O (ethanol), C1(=CC=CC=C1)C (toluene). Reaction conditions: time 8 hour. Product: NC1=C(C(=NN1C1=C(C=C(C=C1Cl)C(F)(F)F)Cl)C#N)C1=CC=CC2=CC=CC=C12 (5-Amino-3-cyano-1-(2,6-dichloro-4-trifluoromethylphenyl)-4-(1-naphthyl)pyrazole). As a reaction SMILES: [NH2:1][C:2]1[N:6]([C:7]2[C:12]([Cl:13])=[CH:11][C:10]([C:14]([F:17])([F:16])[F:15])=[CH:9][C:8]=2[Cl:18])[N:5]=[C:4]([C:19]#[N:20])[C:3]=1I.C(=O)([O-])O.[Na+].[C:27]1(B(O)O)[C:36]2[C:31](=[CH:32][CH:33]=[CH:34][CH:35]=2)[CH:30]=[CH:29][CH:28]=1.CCOCC>C1(C)C=CC=CC=1.C(O)C.C1C=CC([P]([Pd]([P](C2C=CC=CC=2)(C2C=CC=CC=2)C2C=CC=CC=2)([P](C2C=CC=CC=2)(C2C=CC=CC=2)C2C=CC=CC=2)[P](C2C=CC=CC=2)(C2C=CC=CC=2)C2C=CC=CC=2)(C2C=CC=CC=2)C2C=CC=CC=2)=CC=1.O>[NH2:1][C:2]1[N:6]([C:7]2[C:12]([Cl:13])=[CH:11][C:10]([C:14]([F:17])([F:16])[F:15])=[CH:9][C:8]=2[Cl:18])[N:5]=[C:4]([C:19]#[N:20])[C:3]=1[C:35]1[C:36]2[C:31](=[CH:30][CH:29]=[CH:28][CH:27]=2)[CH:32]=[CH:33][CH:34]=1 |f:1.2,^1:58,60,79,98|. Reported procedure: To a rapidly stirred solution of 5-amino-3-cyano-1-(2,6-dichloro-4-trifluoromethylphenyl)-4-iodopyrazole (0.447 g) in toluene (2 ml) containing tetrakis(triphenylphosphine)palladium(0) (0.02 g) was added saturated aqueous sodium hydrogen carbonate solution (1 ml) and a solution of 1-naphthylboronic acid (0.344 g) in ethanol (1 ml). The mixture was heated under reflux for 3 hours, then left at room temperature overnight. Saturated aqueous sodium hydrogen carbonate solution (0.5 ml) and tetrakis(t... The reactants are Cl.ClCC1=NC2=CC=CC=C2C=C1 (2-chloromethylquinoline hydrochloride), C1(O)=CC(O)=CC=C1 (resorcinol), [OH-].[K+] (potassium hydroxide). The solvent is C(C)O (ethanol), C(C)O (ethanol). The product is N1=C(C=CC2=CC=CC=C12)COC=1C=C(C=CC1)O (3-(2-Quinolinylmethoxyl)phenol). Yield: 26.1%. As a reaction SMILES: Cl.Cl[CH2:3][C:4]1[CH:13]=[CH:12][C:11]2[C:6](=[CH:7][CH:8]=[CH:9][CH:10]=2)[N:5]=1.[C:14]1([CH:21]=[CH:20][CH:19]=[C:17]([OH:18])[CH:16]=1)[OH:15].[OH-].[K+]>C(O)C>[N:5]1[C:6]2[C:11](=[CH:10][CH:9]=[CH:8][CH:7]=2)[CH:12]=[CH:13][C:4]=1[CH2:3][O:15][C:14]1[CH:16]=[C:17]([OH:18])[CH:19]=[CH:20][CH:21]=1 |f:0.1,3.4|. Procedure: To a solution of 15.0 g (70.1 mm) of 2-chloromethylquinoline hydrochloride and 7.71 g (70.1 mm) of resorcinol in 50 ml ethanol under nitrogen is added over 30 minutes dropwise a solution of 9.1 g (140.0 mm) potassium hydroxide in 50 ml ethanol. After addition is complete the reaction mixture is refluxed for 2 hours. The solution is allowed to come to room temperature; the precipitate is then filtered off. The mother liquor is evaporated and the residue is triturated with methylene chloride. Evap... The reactants are O=C1OC(=C(C2=C1C=CC=C2)C2=CC=CC=C2)C(=O)O (1-oxo-4-phenyl-1H-2-benzopyran-3-carboxylic acid), C(CN)N (ethylenediamine). Reaction conditions: time 8 hour. The product is O=C1NCCN2C(C=3C=CC=CC3C(=C21)C2=CC=CC=C2)=O (1,2,3,4-Tetrahydro-1,6-dioxo-11-phenyl-6H-pyrazino[1,2-b]isoquinoline). RXN SMILES: O=[C:2]1[C:7]2[CH:8]=[CH:9][CH:10]=[CH:11][C:6]=2[C:5]([C:12]2[CH:17]=[CH:16][CH:15]=[CH:14][CH:13]=2)=[C:4]([C:18]([OH:20])=O)[O:3]1.[CH2:21]([NH2:24])[CH2:22][NH2:23]>>[O:20]=[C:18]1[C:4]2[N:24]([C:2](=[O:3])[C:7]3[CH:8]=[CH:9][CH:10]=[CH:11][C:6]=3[C:5]=2[C:12]2[CH:13]=[CH:14][CH:15]=[CH:16][CH:17]=2)[CH2:21][CH2:22][NH:23]1. Procedure details: A mixture of 1-oxo-4-phenyl-1H-2-benzopyran-3-carboxylic acid (500 mg) and ethylenediamine (15 ml) was stirred at room temperature overnight. After evaporation of the solvent, concentrated hydrochloric acid (10 ml) and acetic acid (10 ml) were added to the residue. The mixture was heated under reflux for 48 hours. To the mixture was added water, and extracted with ethyl acetate. The extract was washed successively with water, aqueous sodium hydrogen carbonate and water, dried, and evaporated to ... Reactants: C(C)(=O)C=1C(OC(=CC1O)CBr)=O (3-acetyl-6-bromomethyl-4-hydroxypyran-2-one), S(O)(O)(=O)=O (sulphuric acid). Product: BrCC1=CC(=CC(O1)=O)O (6-bromomethyl-4-hydroxypyran-2-one). Reaction SMILES: C([C:4]1[C:5](=[O:13])[O:6][C:7]([CH2:11][Br:12])=[CH:8][C:9]=1[OH:10])(=O)C.S(=O)(=O)(O)O>>[Br:12][CH2:11][C:7]1[O:6][C:5](=[O:13])[CH:4]=[C:9]([OH:10])[CH:8]=1. Procedure: A mixture of 3-acetyl-6-bromomethyl-4-hydroxypyran-2-one (26 parts) and 90% sulphuric acid (73.4 parts) was heated at 125°-130° C. with rapid agitation for 20 minutes, then poured onto ice. The product was filtered off and washed with water (2×100 parts) and dried to give 6-bromomethyl-4-hydroxypyran-2-one (25.0 parts). The crude product was recrystallised from boiling chloroform to give 6-bromomethyl-4-hydroxy pyran-2-one (12.8 parts, 60%) melting point 77°-78° C.